From a dataset of the Open Reaction Database (ORD), a public repository of structured organic reaction records. describe an organic reaction: reactants, conditions, products, and yield Reactants: FC=1C=C(C(=CC1OCCCCN1CCCCC1)N)N (4-fluoro-5-(4-piperidin-1-ylbutoxy)benzene-1,2-diamine), [N+](=O)([O-])C=1C(=NN(C1)C1OCCCC1)C=O (4-nitro-1-(tetrahydropyran-2-yl)-1H-pyrazole-3-carbaldehyde). Run in CO (methanol). The product is FC=1C(=CC2=C(NC(=N2)C2=NN(C=C2[N+](=O)[O-])C2OCCCC2)C1)OCCCCN1CCCCC1 (6-fluoro-2-[4-nitro-1-(tetrahydropyran-2-yl)-1H-pyrazol-3-yl]-5-(4-piperidin-1-ylbutoxy)-1H-benzimidazol). As a reaction SMILES: [F:1][C:2]1[CH:3]=[C:4]([NH2:20])[C:5]([NH2:19])=[CH:6][C:7]=1[O:8][CH2:9][CH2:10][CH2:11][CH2:12][N:13]1[CH2:18][CH2:17][CH2:16][CH2:15][CH2:14]1.[N+:21]([C:24]1[C:25]([CH:35]=O)=[N:26][N:27]([CH:29]2[CH2:34][CH2:33][CH2:32][CH2:31][O:30]2)[CH:28]=1)([O-:23])=[O:22]>CO>[F:1][C:2]1[C:7]([O:8][CH2:9][CH2:10][CH2:11][CH2:12][N:13]2[CH2:18][CH2:17][CH2:16][CH2:15][CH2:14]2)=[CH:6][C:5]2[N:19]=[C:35]([C:25]3[C:24]([N+:21]([O-:23])=[O:22])=[CH:28][N:27]([CH:29]4[CH2:34][CH2:33][CH2:32][CH2:31][O:30]4)[N:26]=3)[NH:20][C:4]=2[CH:3]=1. Procedure details: A solution of 74 mg of 4-fluoro-5-(4-piperidin-1-ylbutoxy)benzene-1,2-diamine and 50.7 mg of 4-nitro-1-(tetrahydropyran-2-yl)-1H-pyrazole-3-carbaldehyde in 4 mL of methanol is stirred at ambient temperature for 18 hours. After evaporation of the solvent under reduced pressure in a rotary evaporator, the reaction crude is purified by flash chromatography on an Intelliflash apparatus on an Analogix RS-4 cartridge with a dichloromethane/methanol eluent of 100% to 82/18. 77 mg of 6-fluoro-2-[4-nitro... Starting materials: CC1=C2[C@H](C(=O)[C@@]3([C@H](C[C@@H]4[C@]([C@H]3[C@@H]([C@@](C2(C)C)(C[C@@H]1OC(=O)[C@@H]([C@H](C=5C=CC=CC5)NC(=O)C=6C=CC=CC6)O)O)OC(=O)C=7C=CC=CC7)(CO4)OC(=O)C)O)C)OC(=O)C (taxol), C/C=C(\C)/C(=O)N[C@@H](C=1C=CC=CC1)[C@H](C(=O)O[C@H]2C[C@]3([C@H]([C@H]4[C@@]([C@H](C[C@@H]5[C@]4(CO5)OC(=O)C)O)(C(=O)[C@@H](C(=C2C)C3(C)C)OC(=O)C)C)OC(=O)C=6C=CC=CC6)O)O (cephalomannine). The reagents and catalysts are O=[Pt]=O (PtO2). Run in C(C)(=O)OCC (ethyl acetate). Run at time 1 hour. The product is CC1=C2[C@H](C(=O)[C@@]3([C@H](C[C@@H]4[C@]([C@H]3[C@@H]([C@@](C2(C)C)(C[C@@H]1OC(=O)[C@@H]([C@H](C=5C=CC=CC5)NC(=O)C=6C=CC=CC6)O)O)OC(=O)C=7C=CC=CC7)(CO4)OC(=O)C)O)C)OC(=O)C.C/C=C(\C)/C(=O)N[C@@H](C=1C=CC=CC1)[C@H](C(=O)O[C@H]2C[C@]3([C@H]([C@H]4[C@@]([C@H](C[C@@H]5[C@]4(CO5)OC(=O)C)O)(C(=O)[C@@H](C(=C2C)C3(C)C)OC(=O)C)C)OC(=O)C=6C=CC=CC6)O)O (taxol cephalomannine). As a reaction SMILES: [CH3:1][C:2]1[C@@H:19]([O:20][C:21]([C@H:23]([OH:40])[C@@H:24]([NH:31][C:32]([C:34]2[CH:35]=[CH:36][CH:37]=[CH:38][CH:39]=2)=[O:33])[C:25]2[CH:26]=[CH:27][CH:28]=[CH:29][CH:30]=2)=[O:22])[CH2:18][C@:14]2([OH:41])[C:15]([CH3:17])([CH3:16])[C:3]=1[C@@H:4]([O:59][C:60]([CH3:62])=[O:61])[C:5]([C@@:7]1([CH3:58])[C@H:12]([C@@H:13]2[O:42][C:43]([C:45]2[CH:46]=[CH:47][CH:48]=[CH:49][CH:50]=2)=[O:44])[C@:11]2([O:53][C:54]([CH3:56])=[O:55])[CH2:51][O:52][C@@H:10]2[CH2:9][C@@H:8]1[OH:57])=[O:6].[CH3:63]/[CH:64]=[C:65](/[C:67]([NH:69][C@H:70]([C@@H:77]([OH:122])[C:78]([O:80][C@@H:81]1[C:102]([CH3:103])=[C:101]2[C:104]([CH3:106])([CH3:105])[C@:83]([OH:121])([C@@H:84]([O:112][C:113]([C:115]3[CH:116]=[CH:117][CH:118]=[CH:119][CH:120]=3)=[O:114])[C@@H:85]3[C@:90]4([O:93][C:94]([CH3:96])=[O:95])[CH2:91][O:92][C@@H:89]4[CH2:88][C@H:87]([OH:97])[C@@:86]3([CH3:111])[C:98]([C@@H:100]2[O:107][C:108]([CH3:110])=[O:109])=[O:99])[CH2:82]1)=[O:79])[C:71]1[CH:72]=[CH:73][CH:74]=[CH:75][CH:76]=1)=[O:68])\[CH3:66]>C(OCC)(=O)C.O=[Pt]=O>[CH3:1][C:2]1[C@@H:19]([O:20][C:21]([C@H:23]([OH:40])[C@@H:24]([NH:31][C:32]([C:34]2[CH:39]=[CH:38][CH:37]=[CH:36][CH:35]=2)=[O:33])[C:25]2[CH:26]=[CH:27][CH:28]=[CH:29][CH:30]=2)=[O:22])[CH2:18][C@:14]2([OH:41])[C:15]([CH3:16])([CH3:17])[C:3]=1[C@@H:4]([O:59][C:60]([CH3:62])=[O:61])[C:5]([C@@:7]1([CH3:58])[C@H:12]([C@@H:13]2[O:42][C:43]([C:45]2[CH:50]=[CH:49][CH:48]=[CH:47][CH:46]=2)=[O:44])[C@:11]2([O:53][C:54]([CH3:56])=[O:55])[CH2:51][O:52][C@@H:10]2[CH2:9][C@@H:8]1[OH:57])=[O:6].[CH3:63]/[CH:64]=[C:65](/[C:67]([NH:69][C@H:70]([C@@H:77]([OH:122])[C:78]([O:80][C@@H:81]1[C:102]([CH3:103])=[C:101]2[C:104]([CH3:105])([CH3:106])[C@:83]([OH:121])([C@@H:84]([O:112][C:113]([C:115]3[CH:116]=[CH:117][CH:118]=[CH:119][CH:120]=3)=[O:114])[C@@H:85]3[C@:90]4([O:93][C:94]([CH3:96])=[O:95])[CH2:91][O:92][C@@H:89]4[CH2:88][C@H:87]([OH:97])[C@@:86]3([CH3:111])[C:98]([C@@H:100]2[O:107][C:108]([CH3:110])=[O:109])=[O:99])[CH2:82]1)=[O:79])[C:71]1[CH:72]=[CH:73][CH:74]=[CH:75][CH:76]=1)=[O:68])\[CH3:66] |f:4.5|. Reported procedure: A 262 mg quantity of an approximately 50/50 mixture of taxol and cephalomannine was dissolved in 10 mL of ethyl acetate in a 100 mL round bottom flask with magnetic stirring. Then 20 mg of PtO2 was added and the flask was attached to a hydrogenation apparatus. After flushing the flask five times with hydrogen gas, the solution was stirred at room temperature. After 1 hour, the flask was removed from the hydrogenation apparatus and the solution filtered through Celite to remove the catalyst. The ...